This data is from the Open Reaction Database (ORD), a public repository of structured organic reaction records. The task is: describe an organic reaction: reactants, conditions, products, and yield The reactants are Cl (hydrochloric acid), ClC1=NC=C(C=C1[N+](=O)[O-])[N+](=O)[O-] (2-chloro-3,5-dinitropyridine), O (water). The reagents and catalysts are [Fe] (iron). Solvent: C(C)O (ethanol), C(C)O (ethanol). Run at temperature 80 celsius, time 2 minute. The product is NC=1C(=NC=C(C1)N)Cl (3,5-diamino-2-chloropyridine). Yield: 51.0%. RXN SMILES: O.Cl.[Cl:3][C:4]1[C:9]([N+:10]([O-])=O)=[CH:8][C:7]([N+:13]([O-])=O)=[CH:6][N:5]=1>C(O)C.[Fe]>[NH2:10][C:9]1[C:4]([Cl:3])=[N:5][CH:6]=[C:7]([NH2:13])[CH:8]=1. Procedure: The mixture of 2.19 g of iron powder, 5 ml of water, and 10 ml of ethanol was stirred at 80° C. for 2 minutes. After incremental addition of 1 ml concentrated hydrochloric acid, the mixture was stirred at the same temperature until the solution became neutral. To the reaction solution was incrementally added suspension of 1 g 2-chloro-3,5-dinitropyridine in 5 ml ethanol, and the mixture was stirred at 80° C. for 40 minutes. The reaction solution was allowed to cool, and the iron was removed by f... Starting materials: COC=1C(=C(NCCCCOC)C=CC1)[N+](=O)[O-] (3-Methoxy-N-(4-methoxybutyl)-2-nitroaniline). The reagents and catalysts are [C].[Pd] (palladium-carbon). Run in CO (methanol). Run at time 2 hour. Product: COC1=CC=CC(=C1N)NCCCCOC (6-methoxy-2-(4-methoxybutylamino)aniline). The yield is 103.5%. RXN SMILES: [CH3:1][O:2][C:3]1[C:4]([N+:16]([O-])=O)=[C:5]([CH:13]=[CH:14][CH:15]=1)[NH:6][CH2:7][CH2:8][CH2:9][CH2:10][O:11][CH3:12]>CO.[C].[Pd]>[CH3:1][O:2][C:3]1[C:4]([NH2:16])=[C:5]([NH:6][CH2:7][CH2:8][CH2:9][CH2:10][O:11][CH3:12])[CH:13]=[CH:14][CH:15]=1 |f:2.3|. Procedure details: 3-Methoxy-N-(4-methoxybutyl)-2-nitroaniline (230 mg) was dissolved in methanol (30 ml), palladium-carbon (5%, 90 mg) was added, and the mixture was stirred for 2 hr under a hydrogen atmosphere. The reaction mixture was filtered through celite, and the filtrate was concentrated under reduced pressure to give the object product (210 mg). The reactants are CC(C)(C)O, [O-][Cl+][O-], [Na+], O, O=Cc1ccc(-c2ccncc2)cc1. Product: O=C(O)c1ccc(-c2ccncc2)cc1. Reaction SMILES: [C:19]([OH:20])([CH3:21])([CH3:22])[CH3:23].[Cl+:15]([O-:16])[O-:17].[Na+:18].[OH2:24].[n:1]1[cH:2][cH:3][c:4](-[c:7]2[cH:8][cH:9][c:10]([CH:11]=[O:12])[cH:13][cH:14]2)[cH:5][cH:6]1>>[n:1]1[cH:2][cH:3][c:4](-[c:7]2[cH:8][cH:9][c:10]([C:11](=[O:12])[OH:16])[cH:13][cH:14]2)[cH:5][cH:6]1. Reactants: COC(C=1N=CC2=C(N1)NC(CC2)=O)OC (2-[bis(methyloxy)methyl]-5,8-dihydropyrido[2,3-d]pyrimidin-7(6H)-one), CC=1C=CC(=CC1)S(=O)(=O)O.O (p-TsOH.H2O). Reagents/catalysts: CC=1C=CC(=CC1)S(=O)(=O)O.O (p-TsOH.H2O). Solvent: O.CC(=O)C (H2O acetone). Yields the product O=C1CCC2=C(N=C(N=C2)C=O)N1 (7-Oxo-5,6,7,8-tetrahydropyrido[2,3-d]pyrimidine-2-carbaldehyde). The yield is 147.7%. RXN SMILES: C[O:2][CH:3](OC)[C:4]1[N:5]=[CH:6][C:7]2[CH2:13][CH2:12][C:11](=[O:14])[NH:10][C:8]=2[N:9]=1.CC1C=CC(S(O)(=O)=O)=CC=1.O>CC1C=CC(S(O)(=O)=O)=CC=1.O.O.CC(C)=O>[O:14]=[C:11]1[NH:10][C:8]2[N:9]=[C:4]([CH:3]=[O:2])[N:5]=[CH:6][C:7]=2[CH2:13][CH2:12]1 |f:1.2,3.4,5.6|. Procedure: To a solution of 2-[bis(methyloxy)methyl]-5,8-dihydropyrido[2,3-d]pyrimidin-7(6H)-one (0.873 g, 3.91 mmol) in 1:1 H2O/acetone (10 mL) was added p-TsOH.H2O (0.074 g, 0.391 mmol) and the reaction was heated to 80° C. for 3 days with additional p-TsOH.H2O (0.20 g). After the disappearance of starting material, the solution was concentrated under vacuum to yield the desired product (1.023 g).